From a dataset of the Open Reaction Database (ORD), a public repository of structured organic reaction records. describe an organic reaction: reactants, conditions, products, and yield Reactants: COC(=O)c1cc2ccccc2cc1OC, CO, [Na+], [OH-], O, O=C(O)CC(O)(CC(=O)O)C(=O)O. Yields the product COc1cc2ccccc2cc1C(=O)O. Reaction SMILES: [CH3:1][O:2][c:3]1[c:4]([C:13](=[O:14])[O:15][CH3:16])[cH:5][c:6]2[cH:7][cH:8][cH:9][cH:10][c:11]2[cH:12]1.[CH3:33][OH:34].[Na+:19].[OH-:18].[OH2:17].[OH:20][C:21]([CH2:22][C:23]([C:24](=[O:25])[OH:26])([CH2:27][C:28](=[O:29])[OH:30])[OH:31])=[O:32]>>[CH3:1][O:2][c:3]1[c:4]([C:13](=[O:14])[OH:15])[cH:5][c:6]2[cH:7][cH:8][cH:9][cH:10][c:11]2[cH:12]1.